This data is from the Open Reaction Database (ORD), a public repository of structured organic reaction records. The task is: describe an organic reaction: reactants, conditions, products, and yield Reactants: O=C(O)C(CC(=O)N1CC2CCCCC2C1)Cc1ccccc1, CO, Cl. The product is COC(=O)C(CC(=O)N1CC2CCCCC2C1)Cc1ccccc1. RXN SMILES: [CH2:1]([c:2]1[cH:3][cH:4][cH:5][cH:6][cH:7]1)[CH:8]([C:9](=[O:10])[OH:11])[CH2:12][C:13](=[O:14])[N:15]1[CH2:16][CH:17]2[CH2:18][CH2:19][CH2:20][CH2:21][CH:22]2[CH2:23]1.[CH3:25][OH:26].[ClH:24]>>[CH2:1]([c:2]1[cH:3][cH:4][cH:5][cH:6][cH:7]1)[CH:8]([C:9](=[O:10])[O:11][CH3:25])[CH2:12][C:13](=[O:14])[N:15]1[CH2:16][CH:17]2[CH2:18][CH2:19][CH2:20][CH2:21][CH:22]2[CH2:23]1. Starting materials: N#CCBr, C=CC(=O)OC, CCOC(C)=O, COCCN. Product: COCCN(CC#N)CCC(=O)OC. Reaction SMILES: [Br:12][CH2:13][C:14]#[N:15].[C:1]([CH:2]=[CH2:3])(=[O:4])[O:5][CH3:6].[CH3:16][CH2:17][O:18][C:19](=[O:20])[CH3:21].[CH3:7][O:8][CH2:9][CH2:10][NH2:11]>>[C:1]([CH2:2][CH2:3][N:11]([CH2:10][CH2:9][O:8][CH3:7])[CH2:13][C:14]#[N:15])(=[O:4])[O:5][CH3:6].